This data is from the Open Reaction Database (ORD), a public repository of structured organic reaction records. The task is: describe an organic reaction: reactants, conditions, products, and yield Reactants: Intermediate 1, C(=O)([O-])[O-].[K+].[K+] (K2CO3), OC=1C=C2CCC(C2=CC1)=O (5-hydroxy-1-indanone), ClC1=NC=C(C(=O)N)C=C1 (6-chloronicotinamide). Product: O=C1CCC2=CC(=CC=C12)OC1=NC=C(C(=O)N)C=C1 (6-(1-Oxo-indan-5-yloxy)-nicotinamide). The yield is 47.2%. RXN SMILES: [OH:1][C:2]1[CH:3]=[C:4]2[C:8](=[CH:9][CH:10]=1)[C:7](=[O:11])[CH2:6][CH2:5]2.Cl[C:13]1[CH:21]=[CH:20][C:16]([C:17]([NH2:19])=[O:18])=[CH:15][N:14]=1.C([O-])([O-])=O.[K+].[K+]>>[O:11]=[C:7]1[C:8]2[C:4](=[CH:3][C:2]([O:1][C:13]3[CH:21]=[CH:20][C:16]([C:17]([NH2:19])=[O:18])=[CH:15][N:14]=3)=[CH:10][CH:9]=2)[CH2:5][CH2:6]1 |f:2.3.4|. Procedure: Using a method similar to Intermediate 1, using 5-hydroxy-1-indanone (2.44 g 16.5 mmol), 6-chloronicotinamide (2.34 g, 15.0 mmol) and K2CO3 (3.11 g, 22.5 mmol) gives the title compound (1.90 g) as a yellow solid. Mass spectrum (ion spray): m/z=269 (M+1); 1HNMR (DMSO-d6): 8.63 (s, 1H), 8.30 (d, 1H), 8.06 (s, 1H), 7.68 (d, 1H), 7.52 (s, 1H), 7.33 (s, 1H), 7.19 (d, 1H), 7.17 (d, 1H), 3.07 (t, 2H), 2.64 (t, 2H). Reactants: CC#N, Nc1ccc(C(F)(F)F)c(Cl)c1, [I-], [K+], O=N[O-], [Na+], [Na+], [Na+], [Na+], O=C([O-])O, O, O=S([O-])([O-])=S, Cc1ccc(S(=O)(=O)O)cc1. The product is FC(F)(F)c1ccc(I)cc1Cl. As a reaction SMILES: [CH3:42][C:43]#[N:44].[Cl:1][c:2]1[cH:3][c:4]([NH2:5])[cH:6][cH:7][c:8]1[C:9]([F:10])([F:11])[F:12].[I-:25].[K+:24].[N:26]([O-:27])=[O:28].[Na+:29].[Na+:34].[Na+:40].[Na+:41].[O-:30][C:31]([OH:32])=[O:33].[OH2:45].[S:35]([O-:36])([O-:37])(=[O:38])=[S:39].[c:13]1([CH3:14])[cH:15][cH:16][c:17]([S:18]([OH:19])(=[O:20])=[O:21])[cH:22][cH:23]1>>[Cl:1][c:2]1[cH:3][c:4]([I:25])[cH:6][cH:7][c:8]1[C:9]([F:10])([F:11])[F:12]. The reactants are [N+](=O)([O-])C1=CC(=C(C=C1)OCCCCC)C(F)(F)F (4-Nitro-1-pentyloxy-2-trifluoromethyl-benzene), [H][H] (hydrogen). The reagents and catalysts are [Pd] (Palladium on activated carbon). Run in C(C)O (ethanol). The product is C(CCCC)OC1=C(C=C(C=C1)N)C(F)(F)F (4-Pentyloxy-3-trifluoromethyl-phenylamine). Isolated yield 101.1%. Reaction SMILES: [N+:1]([C:4]1[CH:9]=[CH:8][C:7]([O:10][CH2:11][CH2:12][CH2:13][CH2:14][CH3:15])=[C:6]([C:16]([F:19])([F:18])[F:17])[CH:5]=1)([O-])=O.[H][H]>[Pd].C(O)C>[CH2:11]([O:10][C:7]1[CH:8]=[CH:9][C:4]([NH2:1])=[CH:5][C:6]=1[C:16]([F:17])([F:18])[F:19])[CH2:12][CH2:13][CH2:14][CH3:15]. Reported procedure: A solution of 4-Nitro-1-pentyloxy-2-trifluoromethyl-benzene (1.2 g, 4.8 mmole) and 0.1 g of 10% Palladium on activated carbon in 40 mL of ethanol is hydrogenated with hydrogen balloon at room temperature overnight. Filtration and concentration gave a pink oil 1.2 g (100%) of 4-Pentyloxy-3-trifluoromethyl-phenylamine MS: 248 (M+1). Starting materials: ClCCCCBr, Cc1c[nH]c(=O)[nH]c1=O, CS(C)=O, [K+], [K+], O=C([O-])[O-], O. The product is Cc1cn(CCCCCl)c(=O)[nH]c1=O. As a reaction SMILES: [Br:16][CH2:17][CH2:18][CH2:19][CH2:20][Cl:21].[CH3:1][c:2]1[c:3](=[O:9])[nH:4][c:5](=[O:8])[nH:6][cH:7]1.[CH3:23][S:24]([CH3:25])=[O:26].[K+:10].[K+:11].[O-:12][C:13]([O-:14])=[O:15].[OH2:22]>>[CH3:1][c:2]1[c:3](=[O:9])[nH:4][c:5](=[O:8])[n:6]([CH2:17][CH2:18][CH2:19][CH2:20][Cl:21])[cH:7]1. Starting materials: [N+](=O)([O-])C=1C=NC2=CC=CC=C2C1NCCOCCO (2-{2-[(3-nitroquinolin4-yl)ammo]ethoxy}ethanol), C(C)(=O)OC(C)=O (acetic anhydride). Solvent: N1=CC=CC=C1 (pyridine). Product: C(C)(=O)OCCOCCNC1=C(C=NC2=CC=CC=C12)[N+](=O)[O-] (2-{2-[(3-nitroquinolin-4-yl)amino]ethoxy}ethyl acetate). The yield is 87.1%. RXN SMILES: [N+:1]([C:4]1[CH:5]=[N:6][C:7]2[C:12]([C:13]=1[NH:14][CH2:15][CH2:16][O:17][CH2:18][CH2:19][OH:20])=[CH:11][CH:10]=[CH:9][CH:8]=2)([O-:3])=[O:2].[C:21](OC(=O)C)(=[O:23])[CH3:22]>N1C=CC=CC=1>[C:21]([O:20][CH2:19][CH2:18][O:17][CH2:16][CH2:15][NH:14][C:13]1[C:12]2[C:7](=[CH:8][CH:9]=[CH:10][CH:11]=2)[N:6]=[CH:5][C:4]=1[N+:1]([O-:3])=[O:2])(=[O:23])[CH3:22]. Procedure details: A mixture of 2-{2-[(3-nitroquinolin4-yl)ammo]ethoxy}ethanol (55.5 g, 0.2 mol), acetic anhydride (37.6 mL, 0.4 mol), and pyridine (250 mL) was heated at reflux for 30 minutes. The solution was allowed to cool to ambient temperature and was concentrated under reduced pressure to remove about 50-75% of the pyridine. The residual solution was poured into water to precipitate the product as an oil which solidified upon stirring. The solid was isolated by filtration, washed with water, and dried. The ... Reactants: C(CCCCC)NC(NC1=CC=C(C=C1)S(=O)(=O)NC1=CC=C(C=C1)N1CCC(CC1)=O)=O (4-(3-hexyl-ureido)-N-[4-(4-oxo-piperidine-1-yl)-phenyl]-benzenesulfonamide), NCC(O)C=1C=NC(=CC1)C (2-amino-1-(6-methyl-pyridin-3-yl)ethanol). Yields the product C(CCCCC)NC(=O)NC1=CC=C(C=C1)S(=O)(=O)NC1=CC=C(C=C1)N1CCC(CC1)NCC(C=1C=NC(=CC1)C)O (4-{[(Hexylamino)carbonyl]amino}-N-[4-(4-{[2-hydroxy-2-(6-methyl-3-pyridinyl)ethyl]amino}-1-piperidineyl)phenyl]benzenesulfonamide). RXN SMILES: [CH2:1]([NH:7][C:8](=[O:33])[NH:9][C:10]1[CH:15]=[CH:14][C:13]([S:16]([NH:19][C:20]2[CH:25]=[CH:24][C:23]([N:26]3[CH2:31][CH2:30][C:29](=O)[CH2:28][CH2:27]3)=[CH:22][CH:21]=2)(=[O:18])=[O:17])=[CH:12][CH:11]=1)[CH2:2][CH2:3][CH2:4][CH2:5][CH3:6].[NH2:34][CH2:35][CH:36]([C:38]1[CH:39]=[N:40][C:41]([CH3:44])=[CH:42][CH:43]=1)[OH:37]>>[CH2:1]([NH:7][C:8]([NH:9][C:10]1[CH:11]=[CH:12][C:13]([S:16]([NH:19][C:20]2[CH:21]=[CH:22][C:23]([N:26]3[CH2:27][CH2:28][CH:29]([NH:34][CH2:35][CH:36]([OH:37])[C:38]4[CH:39]=[N:40][C:41]([CH3:44])=[CH:42][CH:43]=4)[CH2:30][CH2:31]3)=[CH:24][CH:25]=2)(=[O:18])=[O:17])=[CH:14][CH:15]=1)=[O:33])[CH2:2][CH2:3][CH2:4][CH2:5][CH3:6]. Reported procedure: The title compound was prepared from 4-(3-hexyl-ureido)-N-[4-(4-oxo-piperidine-1-yl)-phenyl]-benzenesulfonamide (which was obtained in Example 225) and 2-amino-1-(6-methyl-pyridin-3-yl)ethanol according to the procedure of Example 255 as a grey solid; 1H NMR (300 MHz, DMSO-d6) δ 0.86 (t, J=6.8 Hz, 3H), 1.20-3.30 (m, 19H), 2.45 (s, 3H), 3.50-3.75 (m, 2H), 4.70-4.80 (m, 1H), 6.41 (t, J=5.5 Hz, 1H), 6.78 (d, J=9.1 Hz, 2H), 6.87 (d, J=9.1 Hz, 2H), 7.21 (d, J=8.0 Hz, 1H), 7.46 (d, J=9.2 Hz, 2H), 7.48...